This data is from the Open Reaction Database (ORD), a public repository of structured organic reaction records. The task is: describe an organic reaction: reactants, conditions, products, and yield The reactants are CC#CCOc1ncnc(Cl)c1F, CC1(C)CCCNC1, [Cl-], Cl, [H-], [NH4+], [Na+], C1CCOC1. Product: CC#CCOc1ncnc(N2CCCC(C)(C)C2)c1F. RXN SMILES: [CH2:12]([C:13]#[C:14][CH3:15])[O:16][c:17]1[n:18][cH:19][n:20][c:21]([Cl:24])[c:22]1[F:23].[CH3:4][C:5]1([CH3:11])[CH2:6][NH:7][CH2:8][CH2:9][CH2:10]1.[Cl-:25].[ClH:3].[H-:1].[NH4+:26].[Na+:2].[O:27]1[CH2:28][CH2:29][CH2:30][CH2:31]1>>[CH3:4][C:5]1([CH3:11])[CH2:6][N:7]([c:21]2[n:20][cH:19][n:18][c:17]([O:16][CH2:12][C:13]#[C:14][CH3:15])[c:22]2[F:23])[CH2:8][CH2:9][CH2:10]1. Starting materials: FC1=CC=C(C=C1)C1=NC(=CC(=C1)C(F)(F)F)C(C)OCC1(CCNCC1)C1=CC=CC=C1 (2-(4-fluorophenyl)-6-(1-((4-phenylpiperidin-4-yl)methoxy)ethyl)-4-(trifluoromethyl)pyridine), C(C)(=O)O (acetic acid), C=O (formaldehyde), C(C)(=O)O[BH-](OC(C)=O)OC(C)=O.[Na+] (sodium triacetoxyborohydride). Solvent: ClCCl (dichloromethane). Reaction conditions: temperature 0 celsius, time 1 hour. Yields the product FC1=CC=C(C=C1)C1=NC(=CC(=C1)C(F)(F)F)C(C)OCC1(CCN(CC1)C)C1=CC=CC=C1 (2-(4-fluorophenyl)-6-(1-((1-methyl-4-phenylpiperidin-4-yl)methoxy)ethyl)-4-(trifluoromethyl)pyridine). RXN SMILES: [F:1][C:2]1[CH:7]=[CH:6][C:5]([C:8]2[CH:13]=[C:12]([C:14]([F:17])([F:16])[F:15])[CH:11]=[C:10]([CH:18]([O:20][CH2:21][C:22]3([C:28]4[CH:33]=[CH:32][CH:31]=[CH:30][CH:29]=4)[CH2:27][CH2:26][NH:25][CH2:24][CH2:23]3)[CH3:19])[N:9]=2)=[CH:4][CH:3]=1.C=O.[C:36](O[BH-](OC(=O)C)OC(=O)C)(=O)C.[Na+].C(O)(=O)C>ClCCl>[F:1][C:2]1[CH:7]=[CH:6][C:5]([C:8]2[CH:13]=[C:12]([C:14]([F:17])([F:15])[F:16])[CH:11]=[C:10]([CH:18]([O:20][CH2:21][C:22]3([C:28]4[CH:29]=[CH:30][CH:31]=[CH:32][CH:33]=4)[CH2:27][CH2:26][N:25]([CH3:36])[CH2:24][CH2:23]3)[CH3:19])[N:9]=2)=[CH:4][CH:3]=1 |f:2.3|. Procedure: 2-(4-fluorophenyl)-6-(1-((4-phenylpiperidin-4-yl)methoxy)ethyl)-4-(trifluoromethyl)pyridine (40 mg, 0.08 mmol), and formaldehyde (37 wt. % solution in water, 0.2 mL, 7.5 mmol) were combined in dichloromethane (2.0 mL) and cooled to 0° C. The reaction was treated with sodium triacetoxyborohydride (74 mg, 0.3 mmol) and a drop of acetic acid. The reaction was stirred at 0° C. for 30 min and at room temperature for 1 h. The solvent was removed in vacuo and the resulting crude mixture was concentrate... Starting materials: OC1=CC=C(C=C1)C(C)(C)C1=CC=C(C=C1)O (bisphenol-A). The solvent is CO (methanol). Yields the product CO.OC1=CC=C(C=C1)C(C)(C)C1=CC=C(C=C1)O (bisphenol-A methanol). Reaction SMILES: [OH:1][C:2]1[CH:7]=[CH:6][C:5]([C:8]([C:11]2[CH:16]=[CH:15][C:14]([OH:17])=[CH:13][CH:12]=2)([CH3:10])[CH3:9])=[CH:4][CH:3]=1>CO>[CH3:2][OH:1].[OH:1][C:2]1[CH:3]=[CH:4][C:5]([C:8]([C:11]2[CH:12]=[CH:13][C:14]([OH:17])=[CH:15][CH:16]=2)([CH3:10])[CH3:9])=[CH:6][CH:7]=1 |f:2.3|. Procedure details: dissolving bisphenol-A in a methanol solvent to form a bisphenol-A methanol solution; Reactants: O (water), S(=O)([O-])S(=O)[O-].[Na+].[Na+] (sodium dithionite), CC1=CC=C(C=C1)C1=CC=C(C=C1)C1=NC(=NO1)C1=CC=C(CN(C(C2=CC=C(C=C2)[N+](=O)[O-])=O)CC(=O)OC(C)(C)C)C=C1 (tert-butyl 2-(N-(4-(5-(4′-methyl-[1,1′-biphenyl]-4-yl)-1,2,4-oxadiazol-3-yl)benzyl)-4-nitrobenzamido)acetate). The solvent is C1CCOC1 (THF), [Cl-].[Na+].O (brine). Run at temperature 65 celsius. Yields the product NC1=CC=C(C(=O)N(CC2=CC=C(C=C2)C2=NOC(=N2)C2=CC=C(C=C2)C2=CC=C(C=C2)C)CC(=O)OC(C)(C)C)C=C1 (tert-butyl 2-(4-amino-N-(4-(5-(4′-methyl-[1,1′-biphenyl]-4-yl)-1,2,4-oxadiazol-3-yl)benzyl)benzamido)acetate). The yield is 100.0%. RXN SMILES: [CH3:1][C:2]1[CH:7]=[CH:6][C:5]([C:8]2[CH:13]=[CH:12][C:11]([C:14]3[O:18][N:17]=[C:16]([C:19]4[CH:45]=[CH:44][C:22]([CH2:23][N:24]([CH2:36][C:37]([O:39][C:40]([CH3:43])([CH3:42])[CH3:41])=[O:38])[C:25](=[O:35])[C:26]5[CH:31]=[CH:30][C:29]([N+:32]([O-])=O)=[CH:28][CH:27]=5)=[CH:21][CH:20]=4)[N:15]=3)=[CH:10][CH:9]=2)=[CH:4][CH:3]=1.O.S(S([O-])=O)([O-])=O.[Na+].[Na+]>C1COCC1.[Cl-].[Na+].O>[NH2:32][C:29]1[CH:30]=[CH:31][C:26]([C:25]([N:24]([CH2:36][C:37]([O:39][C:40]([CH3:41])([CH3:42])[CH3:43])=[O:38])[CH2:23][C:22]2[CH:21]=[CH:20][C:19]([C:16]3[N:15]=[C:14]([C:11]4[CH:12]=[CH:13][C:8]([C:5]5[CH:6]=[CH:7][C:2]([CH3:1])=[CH:3][CH:4]=5)=[CH:9][CH:10]=4)[O:18][N:17]=3)=[CH:45][CH:44]=2)=[O:35])=[CH:27][CH:28]=1 |f:2.3.4,6.7.8|. Procedure: Prepared using General Procedure 5. To a stirred solution of tert-butyl 2-(N-(4-(5-(4′-methyl-[1,1′-biphenyl]-4-yl)-1,2,4-oxadiazol-3-yl)benzyl)-4-nitrobenzamido)acetate INT-58 (7.25 g, 12.0 mmol) in THF (30 mL) was added water (10 mL) and sodium dithionite (6.26 g, 36.0 mmol) and then heated to 65° C. for 3 h. The reaction mixture was allowed to cool to room temperature and then diluted with brine (300 mL) and extracted into EA (300 mL) and THF (250 mL). The combined organics were dried over Mg... The reactants are C1CC(=O)N(C1=O)Br (NBS), CC1(COC1)COC=1C=C(C=C(C1)CO)CO ((5-((3-Methyloxetan-3-yl)methoxy)-1,3-phenylene)dimethanol). Run in C(C)#N (acetonitrile). Reaction conditions: time 3 hour. Yields the product BrC1=C(C=C(C=C1CO)OCC1(COC1)C)CO ((2-Bromo-5-((3-methyloxetan-3-yl)methoxy)-1,3-phenylene)dimethanol). Reaction SMILES: C1C(=O)N([Br:8])C(=O)C1.[CH3:9][C:10]1([CH2:14][O:15][C:16]2[CH:17]=[C:18]([CH2:24][OH:25])[CH:19]=[C:20]([CH2:22][OH:23])[CH:21]=2)[CH2:13][O:12][CH2:11]1>C(#N)C>[Br:8][C:19]1[C:20]([CH2:22][OH:23])=[CH:21][C:16]([O:15][CH2:14][C:10]2([CH3:9])[CH2:13][O:12][CH2:11]2)=[CH:17][C:18]=1[CH2:24][OH:25]. Procedure: NBS (212 mg) is added to ((5-((3-Methyloxetan-3-yl)methoxy)-1,3-phenylene)dimethanol (270 mg) in acetonitrile (5 mL) and the resulting mixture is stirred at room temperature for 3 h. The solvent is evaporated in vacuo and the residue is chromatographed on silica gel (cyclohexane/ethyl acetate 50:50→0:100) to give the title compound. LC (method 7): tR=0.76 min; Mass spectrum (ESI−): m/z=315 [M−H]−. The reactants are C1CCOC1, CCCCCC, Cc1[nH]c2ccccc2c1C, Cc1ccc(Cl)cc1N=C=S, [KH]. Product: Cc1ccc(Cl)cc1NC(=S)n1c(C)c(C)c2ccccc21. Reaction SMILES: [CH2:30]1[O:31][CH2:32][CH2:33][CH2:34]1.[CH3:1][CH2:2][CH2:3][CH2:4][CH2:5][CH3:6].[CH3:8][c:9]1[nH:10][c:11]2[cH:12][cH:13][cH:14][cH:15][c:16]2[c:17]1[CH3:18].[Cl:19][c:20]1[cH:21][cH:22][c:23]([CH3:29])[c:24]([N:26]=[C:27]=[S:28])[cH:25]1.[KH:7]>>[CH3:8][c:9]1[n:10]([C:27]([NH:26][c:24]2[c:23]([CH3:29])[cH:22][cH:21][c:20]([Cl:19])[cH:25]2)=[S:28])[c:11]2[cH:12][cH:13][cH:14][cH:15][c:16]2[c:17]1[CH3:18].